From a dataset of the Open Reaction Database (ORD), a public repository of structured organic reaction records. describe an organic reaction: reactants, conditions, products, and yield Starting materials: CC(C(C=C)O)CC=CC(CC)C (4,8-dimethyl-deca-1,6-dien-3-ol), COC(C(C)C=O)=O (α-formyl-propionic acid methyl ester). The product is CC(C=O)CC=CC(CC=CC(CC)C)C (2,6,10-trimethyl-dodeca-4,8-dien-1-al). Isolated yield 76.5%. As a reaction SMILES: [CH3:1][CH:2]([CH2:7][CH:8]=[CH:9][CH:10]([CH3:13])[CH2:11][CH3:12])[CH:3](O)[CH:4]=[CH2:5].C[O:15][C:16](=O)[CH:17](C=O)[CH3:18]>>[CH3:18][CH:17]([CH2:5][CH:4]=[CH:3][CH:2]([CH3:1])[CH2:7][CH:8]=[CH:9][CH:10]([CH3:13])[CH2:11][CH3:12])[CH:16]=[O:15]. Procedure: 55 g (0.3 mole) of 4,8-dimethyl-deca-1,6-dien-3-ol and 46 g (0.4 mole) of α-formyl-propionic acid methyl ester are heated at from 140° to 200° C, whilst stirring, the methanol thereby eliminated is distilled off through a column, and the carbon dioxide eliminated is recorded by a gas flow meter. When the reaction has ceased, the contents of the flask are fractionated. 51 g of 2,6,10-trimethyl-dodeca-4,8-dien-1-al (yield, 77% of theory) are obtained. B.p. = 72° - 75° C at 0.01 mm Hg; nD25 = 1.456... The reactants are CC(OCc1ccccc1)C(=O)NC1CC(n2cnc3c(NCC(c4ccccc4)c4ccccc4)nc(N4CCC(NC(=O)OC(C)(C)C)C4)nc32)C(O)C1O, CO, Cl, C1COCCO1. Yields the product CC(OCc1ccccc1)C(=O)NC1CC(n2cnc3c(NCC(c4ccccc4)c4ccccc4)nc(N4CCC(N)C4)nc32)C(O)C1O. RXN SMILES: [C:1]([O:2][C:3](=[O:4])[NH:7][CH:8]1[CH2:9][N:10]([c:13]2[n:14][c:15]([NH:42][CH2:43][CH:44]([c:45]3[cH:46][cH:47][cH:48][cH:49][cH:50]3)[c:51]3[cH:52][cH:53][cH:54][cH:55][cH:56]3)[c:16]3[n:17][cH:18][n:19]([CH:22]4[CH:23]([OH:41])[CH:24]([OH:40])[CH:25]([NH:27][C:28]([CH:29]([CH3:30])[O:31][CH2:32][c:33]5[cH:34][cH:35][cH:36][cH:37][cH:38]5)=[O:39])[CH2:26]4)[c:20]3[n:21]2)[CH2:11][CH2:12]1)([CH3:5])([CH3:6])[CH3:57].[CH3:59][OH:60].[ClH:58].[O:61]1[CH2:62][CH2:63][O:64][CH2:65][CH2:66]1>>[NH2:7][CH:8]1[CH2:9][N:10]([c:13]2[n:14][c:15]([NH:42][CH2:43][CH:44]([c:45]3[cH:46][cH:47][cH:48][cH:49][cH:50]3)[c:51]3[cH:52][cH:53][cH:54][cH:55][cH:56]3)[c:16]3[n:17][cH:18][n:19]([CH:22]4[CH:23]([OH:41])[CH:24]([OH:40])[CH:25]([NH:27][C:28]([CH:29]([CH3:30])[O:31][CH2:32][c:33]5[cH:34][cH:35][cH:36][cH:37][cH:38]5)=[O:39])[CH2:26]4)[c:20]3[n:21]2)[CH2:11][CH2:12]1.